This data is from the Open Reaction Database (ORD), a public repository of structured organic reaction records. The task is: describe an organic reaction: reactants, conditions, products, and yield Starting materials: Cl.NC1=CC(=CC(=N1)CCCCCCC(=O)NC1=CC(=C(C(=C1)C(C)(C)C)O)C(C)(C)C)C (6-amino-N-[3,5-bis(1,1-dimethylethyl)-4-hydroxyphenyl]-4-methyl-2-pyridineheptanamide hydrochloride), Cl.NC1=CC(=CC(=N1)CCCCNC(C1=C(C(=CC(=C1)O)C)O)=O)C (N-[(6-amino-4-methyl-2-pyridinyl)butyl]-2,5-dihydroxy-3-methyl-benzamide hydrochloride), BrCCCCCCO (6-bromo-1-hexanol). Product: Cl.NC1=CC(=CC(=N1)CCCCCC(=O)NC1=CC(=C(C(=C1)C(C)(C)C)O)C(C)(C)C)C (6-amino-N-[3,5-bis(1,1-dimethylethyl)-4-hydroxyphenyl]-4-methyl-2-pyridinehexanamide hydrochloride). As a reaction SMILES: [ClH:1].NC1N=C(CCCCC[CH2:14][C:15]([NH:17][C:18]2[CH:23]=[C:22]([C:24]([CH3:27])([CH3:26])[CH3:25])[C:21]([OH:28])=[C:20]([C:29]([CH3:32])([CH3:31])[CH3:30])[CH:19]=2)=[O:16])C=C(C)C=1.Cl.[NH2:35][C:36]1[N:41]=[C:40]([CH2:42][CH2:43][CH2:44][CH2:45]NC(=O)C2C=C(O)C=C(C)C=2O)[CH:39]=[C:38]([CH3:58])[CH:37]=1.BrCCCCCCO>>[ClH:1].[NH2:35][C:36]1[N:41]=[C:40]([CH2:42][CH2:43][CH2:44][CH2:45][CH2:14][C:15]([NH:17][C:18]2[CH:19]=[C:20]([C:29]([CH3:31])([CH3:32])[CH3:30])[C:21]([OH:28])=[C:22]([C:24]([CH3:25])([CH3:26])[CH3:27])[CH:23]=2)=[O:16])[CH:39]=[C:38]([CH3:58])[CH:37]=1 |f:0.1,2.3,5.6|. Procedure details: The experimental protocol used is the same as that described for compound 16, the trimethylsilylated derivative of 5-chloro-1-pentanol (prepared according to J. Org. Chem., (1988), 53 (12), 2732-7) replacing the trimethylsilyl derivative of 6-bromo-1-hexanol. Off-white solid. Melting point: 101-103° C. The reactants are CNC([C@@H](NC(C(C(C)C(=O)OCC)CC(C)C)=O)CC1=CC=C(C=C1)OC)=O (N-[3-(Ethoxycarbonyl)-2-(2-methylpropyl)butanoyl]-O-methyl-L-tyrosine N-Methylamide), [OH-].[Na+] (sodium hydroxide). Solvent: CO (methanol). Yields the product CNC([C@@H](NC(C(C(C)C(=O)O)CC(C)C)=O)CC1=CC=C(C=C1)OC)=O (N-[3-carboxy-2-(2-methylpropyl)butanoyl]-O-methyl-L-tyrosine N-methylamide). Reaction SMILES: [CH3:1][NH:2][C:3](=[O:29])[C@H:4]([CH2:20][C:21]1[CH:26]=[CH:25][C:24]([O:27][CH3:28])=[CH:23][CH:22]=1)[NH:5][C:6](=[O:19])[CH:7]([CH2:15][CH:16]([CH3:18])[CH3:17])[CH:8]([C:10]([O:12]CC)=[O:11])[CH3:9].[OH-].[Na+]>CO>[CH3:1][NH:2][C:3](=[O:29])[C@H:4]([CH2:20][C:21]1[CH:26]=[CH:25][C:24]([O:27][CH3:28])=[CH:23][CH:22]=1)[NH:5][C:6](=[O:19])[CH:7]([CH2:15][CH:16]([CH3:17])[CH3:18])[CH:8]([C:10]([OH:12])=[O:11])[CH3:9] |f:1.2|. Reported procedure: N-[3-(Ethoxycarbonyl)-2-(2-methylpropyl)butanoyl]-O-methyl-L-tyrosine N-Methylamide (2.0 g., 0.0051 mol.) was hydrolysed upon the addition of 0.1M sodium hydroxide solution (6 mls., 0.006 mol.) in methanol (30 mls.). The solvent was removed by evaporation in vacuo and the resulting gum washed with diethyl ether (2×25 mls.). The gum was acidified with 0.1M hydrochloric acid solution and the mixture was extracted with dichloromethane (2×50 mls.). The combined extracts were dried over anhydrous sod... Product: COc1c(OCc2ccccc2)ccc2c(=O)c(-c3ccc(Cl)cc3)c(C(C)C)oc12. As a reaction SMILES: [CH2:1]([c:2]1[cH:3][cH:4][cH:5][cH:6][cH:7]1)[O:8][c:9]1[cH:10][cH:11][c:12]2[c:13](=[O:30])[c:14](-[c:23]3[cH:24][cH:25][c:26]([Cl:29])[cH:27][cH:28]3)[c:15]([CH:20]([CH3:21])[CH3:22])[o:16][c:17]2[c:18]1[OH:19].[CH3:39][N:40]([CH3:41])[CH:42]=[O:43].[CH3:44][CH2:45][O:46][C:47](=[O:48])[CH3:49].[I:31][CH3:32].[K+:33].[K+:34].[O-:35][C:36]([O-:37])=[O:38].[OH2:50]>>[CH2:1]([c:2]1[cH:3][cH:4][cH:5][cH:6][cH:7]1)[O:8][c:9]1[cH:10][cH:11][c:12]2[c:13](=[O:30])[c:14](-[c:23]3[cH:24][cH:25][c:26]([Cl:29])[cH:27][cH:28]3)[c:15]([CH:20]([CH3:21])[CH3:22])[o:16][c:17]2[c:18]1[O:19][CH3:36]. Starting materials: CC(C)c1oc2c(O)c(OCc3ccccc3)ccc2c(=O)c1-c1ccc(Cl)cc1, CN(C)C=O, CCOC(C)=O, CI, [K+], [K+], O=C([O-])[O-], O. Solvent: [Cl-].[Na+].O (brine), CN(C=O)C (N,N-dimethylformamide). Procedure: To a solution of N-ethyl-4-hydroxy-N-[5-methoxy-2-(6-methoxy-1,2,3,4-tetrahydronaphthalen-2-yl)phenyl]benzamide (1.0 g) and 4-(2-chloroacetyl)piperazine-1-carboxylic acid benzyl ester (830 mg) in N,N-dimethylformamide (20 ml) was added cesium carbonate (1.0 g), and the solution was stirred for 1 hour at 60° C. To the reaction solution was added brine, the solution was extracted with ethyl acetate, then dried over anhydrous magnesium sulfate, and the solvent was evaporated in vacuo. The residue w... Starting materials: C(C)N(C(C1=CC=C(C=C1)O)=O)C1=C(C=CC(=C1)OC)C1CC2=CC=C(C=C2CC1)OC (N-ethyl-4-hydroxy-N-[5-methoxy-2-(6-methoxy-1,2,3,4-tetrahydronaphthalen-2-yl)phenyl]benzamide), C(C1=CC=CC=C1)OC(=O)N1CCN(CC1)C(CCl)=O (4-(2-chloroacetyl)piperazine-1-carboxylic acid benzyl ester), C([O-])([O-])=O.[Cs+].[Cs+] (cesium carbonate). Isolated yield 137.2%. Yields the product C(C1=CC=CC=C1)OC(=O)N1CCN(CC1)C(COC1=CC=C(C=C1)C(N(C1=C(C=CC(=C1)OC)C1CC2=CC=C(C=C2CC1)OC)CC)=O)=O (4-{2-{4-{ethyl[5-methoxy-2-(6-methoxy-1,2,3,4-tetrahydronaphthalen-2-yl)phenyl]carbamoyl}phenoxy}acetyl}piperazine-1-carboxylic acid benzyl ester). Reaction conditions: temperature 60 celsius, time 1 hour. RXN SMILES: [CH2:1]([N:3]([C:13]1[CH:18]=[C:17]([O:19][CH3:20])[CH:16]=[CH:15][C:14]=1[CH:21]1[CH2:30][CH2:29][C:28]2[C:23](=[CH:24][CH:25]=[C:26]([O:31][CH3:32])[CH:27]=2)[CH2:22]1)[C:4](=[O:12])[C:5]1[CH:10]=[CH:9][C:8]([OH:11])=[CH:7][CH:6]=1)[CH3:2].[CH2:33]([O:40][C:41]([N:43]1[CH2:48][CH2:47][N:46]([C:49](=[O:52])[CH2:50]Cl)[CH2:45][CH2:44]1)=[O:42])[C:34]1[CH:39]=[CH:38][CH:37]=[CH:36][CH:35]=1.C(=O)([O-])[O-].[Cs+].[Cs+]>CN(C)C=O.[Cl-].[Na+].O>[CH2:33]([O:40][C:41]([N:43]1[CH2:44][CH2:45][N:46]([C:49](=[O:52])[CH2:50][O:11][C:8]2[CH:7]=[CH:6][C:5]([C:4](=[O:12])[N:3]([CH2:1][CH3:2])[C:13]3[CH:18]=[C:17]([O:19][CH3:20])[CH:16]=[CH:15][C:14]=3[CH:21]3[CH2:30][CH2:29][C:28]4[C:23](=[CH:24][CH:25]=[C:26]([O:31][CH3:32])[CH:27]=4)[CH2:22]3)=[CH:10][CH:9]=2)[CH2:47][CH2:48]1)=[O:42])[C:34]1[CH:39]=[CH:38][CH:37]=[CH:36][CH:35]=1 |f:2.3.4,6.7.8|. The reactants are CC(=O)OCCCCBr, ClC(Cl)Cl, Clc1nc(Nc2ccccc2)nc2nc[nH]c12, CN(C)C=O. The product is CC(=O)OCCCCn1cnc2c(Cl)nc(Nc3ccccc3)nc21. RXN SMILES: [C:18]([CH3:19])(=[O:20])[O:21][CH2:22][CH2:23][CH2:24][CH2:25][Br:26].[CH:32]([Cl:33])([Cl:34])[Cl:35].[NH:1]([c:2]1[cH:3][cH:4][cH:5][cH:6][cH:7]1)[c:8]1[n:9][c:10]([Cl:17])[c:11]2[nH:12][cH:13][n:14][c:15]2[n:16]1.[O:27]=[CH:28][N:29]([CH3:30])[CH3:31]>>[NH:1]([c:2]1[cH:3][cH:4][cH:5][cH:6][cH:7]1)[c:8]1[n:9][c:10]([Cl:17])[c:11]2[n:12][cH:13][n:14]([CH2:25][CH2:24][CH2:23][CH2:22][O:21][C:18]([CH3:19])=[O:20])[c:15]2[n:16]1. Reactants: C(C)(=O)N1CCC(CC1)C(C(=O)O)CC ((1-acetyl-4-piperidinyl)butyric acid), C(OCC1=CC=C(C=C1)[N+](=O)[O-])(=O)Cl (p-nitrobenzyl chlorocarbonate). The solvent is Cl (hydrochloric acid), Cl (hydrochloric acid), Cl (hydrochloric acid). Reaction conditions: time 1 hour. The product is [N+](=O)([O-])C1=CC=C(COC(=O)N2CCC(CC2)C(C(=O)O)CC)C=C1 ([1-[(4-Nitrobenzyl)oxycarbonyl]-4-piperidinyl]butyric Acid). Isolated yield 71.0%. Reaction SMILES: C([N:4]1[CH2:9][CH2:8][CH:7]([CH:10]([CH2:14][CH3:15])[C:11]([OH:13])=[O:12])[CH2:6][CH2:5]1)(=O)C.[C:16](Cl)(=[O:28])[O:17][CH2:18][C:19]1[CH:24]=[CH:23][C:22]([N+:25]([O-:27])=[O:26])=[CH:21][CH:20]=1>Cl>[N+:25]([C:22]1[CH:23]=[CH:24][C:19]([CH2:18][O:17][C:16]([N:4]2[CH2:9][CH2:8][CH:7]([CH:10]([CH2:14][CH3:15])[C:11]([OH:13])=[O:12])[CH2:6][CH2:5]2)=[O:28])=[CH:20][CH:21]=1)([O-:27])=[O:26]. Procedure: A mixture of (1-acetyl-4-piperidinyl)butyric acid (11.6 g, 54.4 mmol) and concentrated hydrochloric acid (30 ml) was refluxed for 16 hours, at the end of which time the hydrochloric acid was distilled off under reduced pressure. The residue was washed with ether and dissolved in 5N-NaOH/H2O (30 ml), followed by addition of ether (30 ml). To this mixture with ice-bath cooling was added p-nitrobenzyl chlorocarbonate (11.7 g, 54.3 mmol) in small portions, and the mixture was stirred at room tempera... The reactants are [BH4-].[Na+] (sodium borohydride), [N+](=O)([O-])C=1C=NN(C1)CCCCN1CCN(CC1)C1=NC=CC=N1 (4-nitro-1-{4-[4-(2-pyrimidinyl)-1-piperazinyl]butyl}-1H-pyrazole), C(C)C(=O)C (methyl ethyl ketone). Reagents/catalysts: O.O.O.O.O.O.[Ni](Cl)Cl (nickel dichloride hexahydrate). Run in C(C)O (ethanol). Conditions: time 2 hour. Product: CC(CC)NC=1C=NN(C1)CCCCN1CCN(CC1)C1=NC=CC=N1 (4-(2-butyl)amino-1-{4-[4-(2-pyrimidinyl)-1-piperazinyl]butyl}-1H-pyrazole). Reaction SMILES: [BH4-].[Na+].[N+:3]([C:6]1[CH:7]=[N:8][N:9]([CH2:11][CH2:12][CH2:13][CH2:14][N:15]2[CH2:20][CH2:19][N:18]([C:21]3[N:26]=[CH:25][CH:24]=[CH:23][N:22]=3)[CH2:17][CH2:16]2)[CH:10]=1)([O-])=O.[CH2:27]([C:29]([CH3:31])=O)[CH3:28]>C(O)C.O.O.O.O.O.O.[Ni](Cl)Cl>[CH3:28][CH:27]([NH:3][C:6]1[CH:7]=[N:8][N:9]([CH2:11][CH2:12][CH2:13][CH2:14][N:15]2[CH2:20][CH2:19][N:18]([C:21]3[N:26]=[CH:25][CH:24]=[CH:23][N:22]=3)[CH2:17][CH2:16]2)[CH:10]=1)[CH2:29][CH3:31] |f:0.1,5.6.7.8.9.10.11|. Procedure: 0.9 g (24 mmol) of sodium borohydride is added to a suspension, cooled to 0° C., of 2.8 g (12 mmol) of nickel dichloride hexahydrate in a solution of 2 g (6 mmol) of 4-nitro-1-{4-[4-(2-pyrimidinyl)-1-piperazinyl]butyl}-1H-pyrazole, Example 7, and 10 ml of methyl ethyl ketone in 50 ml of ethanol. This temperature is maintained for 30 minutes and allowed to rise to room temperature, stirring is continued for 2 hours, the mixture is evaporated under vacuum, the residue is taken up with ethyl acetat... The solvent is ice water, CN1C(CCC1)=O (1-methyl-2-pyrrolidone). The reactants are Cl.NC(C(=O)O)CC=1C(NC2=CC=C(C=C2C1)O)=O (2-amino-3-(6-hydroxy-2-quinolon-3-yl)propionic acid hydrochloride), ClC1=CC=C(C(=O)N2C(OC3=C2C=CC=C3)=S)C=C1 (3-(4-chlorobenzoyl)benzoxazoline-2-thione). Yields the product ClC1=CC=C(C(=O)NC(C(=O)O)CC=2C(NC3=CC=C(C=C3C2)O)=O)C=C1 (2-(4-chlorobenzoylamino)-3-(6-hydroxy-2-quinolon-3-yl)propionic acid). Run at time 3 day. RXN SMILES: Cl.[NH2:2][CH:3]([CH2:7][C:8]1[C:9](=[O:19])[NH:10][C:11]2[C:16]([CH:17]=1)=[CH:15][C:14]([OH:18])=[CH:13][CH:12]=2)[C:4]([OH:6])=[O:5].[Cl:20][C:21]1[CH:38]=[CH:37][C:24]([C:25](N2C3C=CC=CC=3OC2=S)=[O:26])=[CH:23][CH:22]=1>CN1CCCC1=O>[Cl:20][C:21]1[CH:38]=[CH:37][C:24]([C:25]([NH:2][CH:3]([CH2:7][C:8]2[C:9](=[O:19])[NH:10][C:11]3[C:16]([CH:17]=2)=[CH:15][C:14]([OH:18])=[CH:13][CH:12]=3)[C:4]([OH:6])=[O:5])=[O:26])=[CH:23][CH:22]=1 |f:0.1|. Procedure details: 2 Grams of 2-amino-3-(6-hydroxy-2-quinolon-3-yl)propionic acid hydrochloride was suspended in 50 ml of 1-methyl-2-pyrrolidone, then 2.2 g of 3-(4-chlorobenzoyl)benzoxazoline-2-thione was added thereto and stirred at a room temperature for 3 days. The reaction mixture was poured in ice-water and the crystals precipitated were collected by filtration. The crystals were dissolved in 1N-sodium hydroxide aqueous solution, and acidified with 10%-hydrochloric acid, then the crystals precipitated were c... Starting materials: [Li]CCCC, CN(C)CCN(C)C, COB(OC)OC, COB(OC)c1cccc2c1OC(F)(F)O2, CCCCCC, CCOCC, Cl, FC1(F)Oc2ccccc2O1, [Na+], [OH-], OO. The product is Oc1cccc2c1OC(F)(F)O2. RXN SMILES: [CH2:12]([Li:13])[CH2:14][CH2:15][CH3:16].[CH3:17][N:18]([CH3:19])[CH2:20][CH2:21][N:22]([CH3:23])[CH3:24].[CH3:25][O:26][B:27]([O:28][CH3:29])[O:30][CH3:31].[CH3:32][O:33][B:34]([O:35][CH3:36])[c:37]1[c:38]2[c:44]([cH:45][cH:46][cH:47]1)[O:43][C:40]([F:41])([F:42])[O:39]2.[CH3:53][CH2:54][CH2:55][CH2:56][CH2:57][CH3:58].[CH3:59][CH2:60][O:61][CH2:62][CH3:63].[ClH:52].[F:1][C:2]1([F:11])[O:3][c:4]2[c:5]([cH:7][cH:8][cH:9][cH:10]2)[O:6]1.[Na+:49].[OH-:48].[OH:50][OH:51]>>[F:1][C:2]1([F:11])[O:3][c:4]2[c:5]([cH:7][cH:8][cH:9][c:10]2[OH:26])[O:6]1.